Dataset: the Open Reaction Database (ORD), a public repository of structured organic reaction records. Task: describe an organic reaction: reactants, conditions, products, and yield Solvent: CO (methanol). Reaction SMILES: [NH2:1][CH:2]([CH2:14][CH:15]([CH3:17])[CH3:16])[CH:3]([OH:13])[CH2:4][C:5]([NH:7][CH2:8][CH:9]([CH3:12])[CH2:10][CH3:11])=[O:6].[ClH:18]>CO>[ClH:18].[NH2:1][CH:2]([CH2:14][CH:15]([CH3:16])[CH3:17])[CH:3]([OH:13])[CH2:4][C:5]([NH:7][CH2:8][CH:9]([CH3:12])[CH2:10][CH3:11])=[O:6] |f:3.4|. The product is Cl.NC(C(CC(=O)NCC(CC)C)O)CC(C)C (4-amino-3-hydroxy-6-methyl-N(2-methylbutyl)-heptanamide, hydrochloride). Reactants: NC(C(CC(=O)NCC(CC)C)O)CC(C)C (4-amino-3-hydroxy-6-methyl -N(2-methylbutyl)-heptanamide), Cl (hydrogen chloride). Reported procedure: A solution of 3 g (7 mmol) of a mixture of [1S-[1R*,2R*(R*),4(R*)]] and [1S-[1R*,2R*(S*),4(R*)]][4-[(2-methylbutyl)amino]-1-(2-methylpropyl)-4-oxo-2-[(tetrahydro-2H-pyran-2-yl)oxy] butyl]carbamic acid, 1,1-dimethylethyl ester in 75 ml of dichloromethane is treated with 25 ml of methanolic hydrogen chloride solution and stirred at room temperature for 2 hours. The mixture is evaporated and the resulting gum is partitioned between diethyl ether and 0.5N hydrochloric acid solution. The aqueous laye...